Task: describe an organic reaction: reactants, conditions, products, and yield. Dataset: the Open Reaction Database (ORD), a public repository of structured organic reaction records The reactants are CI, [K+], CN(C)C=O, [OH-], O, O=C(O)c1ccc2[nH]ccc2c1. The product is Cn1ccc2cc(C(=O)O)ccc21. As a reaction SMILES: [CH3:13][I:14].[K+:16].[O:18]=[CH:19][N:20]([CH3:21])[CH3:22].[OH-:15].[OH2:17].[nH:1]1[cH:2][cH:3][c:4]2[cH:5][c:6]([C:10](=[O:11])[OH:12])[cH:7][cH:8][c:9]12>>[n:1]1([CH3:13])[cH:2][cH:3][c:4]2[cH:5][c:6]([C:10](=[O:11])[OH:12])[cH:7][cH:8][c:9]12. Starting materials: BrC1=C(C(=O)OCC)C=CC(=C1)C(F)(F)F (ethyl 2-bromo-4-(trifluoromethyl)benzoate), COC=1C=C(C=CC1OC)B(O)O (3,4-dimethoxyphenylboronic acid), C([O-])([O-])=O.[Na+].[Na+] (sodium carbonate). The reagents and catalysts are C=1C=CC(=CC1)[P](C=2C=CC=CC2)(C=3C=CC=CC3)[Pd]([P](C=4C=CC=CC4)(C=5C=CC=CC5)C=6C=CC=CC6)([P](C=7C=CC=CC7)(C=8C=CC=CC8)C=9C=CC=CC9)[P](C=1C=CC=CC1)(C=1C=CC=CC1)C=1C=CC=CC1 (tetrakis(triphenylphosphine)palladium). Run in COCCOC (1,2-dimethoxyethane). Product: COC=1C=C(C=CC1OC)C1=C(C(=O)OCC)C=CC(=C1)C(F)(F)F (ethyl 2-(3,4-dimethoxyphenyl)-4-(trifluoromethyl)benzoate). Yield: 93.8%. As a reaction SMILES: Br[C:2]1[CH:12]=[C:11]([C:13]([F:16])([F:15])[F:14])[CH:10]=[CH:9][C:3]=1[C:4]([O:6][CH2:7][CH3:8])=[O:5].[CH3:17][O:18][C:19]1[CH:20]=[C:21](B(O)O)[CH:22]=[CH:23][C:24]=1[O:25][CH3:26].C(=O)([O-])[O-].[Na+].[Na+]>C1C=CC([P]([Pd]([P](C2C=CC=CC=2)(C2C=CC=CC=2)C2C=CC=CC=2)([P](C2C=CC=CC=2)(C2C=CC=CC=2)C2C=CC=CC=2)[P](C2C=CC=CC=2)(C2C=CC=CC=2)C2C=CC=CC=2)(C2C=CC=CC=2)C2C=CC=CC=2)=CC=1.COCCOC>[CH3:17][O:18][C:19]1[CH:20]=[C:21]([C:2]2[CH:12]=[C:11]([C:13]([F:16])([F:15])[F:14])[CH:10]=[CH:9][C:3]=2[C:4]([O:6][CH2:7][CH3:8])=[O:5])[CH:22]=[CH:23][C:24]=1[O:25][CH3:26] |f:2.3.4,^1:39,41,60,79|. Reported procedure: 263 g (0.885 mol) of ethyl 2-bromo-4-(trifluoromethyl)benzoate, 750 ml of 1,2-dimethoxyethane, 4 g of tetrakis(triphenylphosphine)palladium, 177 g (0.974 mol) of 3,4-dimethoxyphenylboronic acid and 1000 ml of a 2M aqueous sodium carbonate solution are introduced successively, under an inert atmosphere, into a four-liter round-bottomed flask. The reaction mixture is brought to reflux for fourteen hours and then evaporated to a third under reduced pressure. The reaction mixture is poured onto two ...